This data is from the Open Reaction Database (ORD), a public repository of structured organic reaction records. The task is: describe an organic reaction: reactants, conditions, products, and yield The reactants are C(C)(=O)OC[C@H](C)N1C(C2CC2C1=O)=O ((2S)-2-(2,4-dioxo-3-azabicyclo[3.1.0]hexan-3-yl)propyl acetate), [H-].[H-].[H-].[H-].[Li+].[Al+3] (LiAlH4), Na2SO4.10H2O. The solvent is C(C)OCC (diethyl ether), C(C)OCC (diethyl ether), C(C)OCC (diethyl ether), C(C)OCC (diethyl ether). Run at time 9 hour. Yields the product C12CN(CC2C1)[C@H](CO)C ((2S)-2-(3-azabicyclo[3.1.0]hexan-3-yl)propan-1-ol). Yield: 67.7%. As a reaction SMILES: C([O:4][CH2:5][C@@H:6]([N:8]1[C:13](=O)[CH:12]2[CH:10]([CH2:11]2)[C:9]1=O)[CH3:7])(=O)C.[H-].[H-].[H-].[H-].[Li+].[Al+3]>C(OCC)C>[CH:10]12[CH2:11][CH:12]1[CH2:13][N:8]([C@@H:6]([CH3:7])[CH2:5][OH:4])[CH2:9]2 |f:1.2.3.4.5.6|. Procedure details: A solution of (2S)-2-(2,4-dioxo-3-azabicyclo[3.1.0]hexan-3-yl)propyl acetate (485 mg, 2.3 mmol) and anhydrous diethyl ether (3 mL) was added over 5 min to a suspension of LiAlH4 (262 mg, 6.9 mmol) and anhydrous diethyl ether (20 mL) at rt under N2 (water bath used to control exotherm). After ˜9 h, anhydrous diethyl ether (10 mL) was added. After 24 h, Na2SO4.10H2O was added one crystal at a time until the bubbling ceased. The mixture was diluted with diethyl ether (50 mL) and filtered through Ce... Reaction conditions: temperature 0 celsius, time 8 hour. The product is C(C)OC(COC(N(CC1=CC=NC=C1)CCCOC=1C=C2C=CC(N(C2=CC1)C)=O)=O)=O ({N-[3-(1-methyl-2-oxo-1,2-dihydroquinolin-6-yloxy)propyl]-N-(pyridin-4-ylmethyl)carbamoyloxy}acetic acid ethyl ester). Starting materials: C([O-])([O-])=O.[K+].[K+] (Potassium carbonate), CN(C)C=O (DMF), CN1C(C=CC2=CC(=CC=C12)OCCCNCC1=CC=NC=C1)=O (1-methyl-6-{3-[(pyridin-4-ylmethyl)amino]propoxy}-1H-quinolin-2-one), ice water, BrCC(=O)OCC (ethyl bromoacetate). Procedure: Potassium carbonate (1.66 g) was added to a DMF solution (50 ml) of 1-methyl-6-{3-[(pyridin-4-ylmethyl)amino]propoxy}-1H-quinolin-2-one (1.5 g). The mixture was cooled to 0° C., and ethyl bromoacetate (1.16 ml) was added to the mixture and stirred at room temperature overnight. The reaction mixture was added to ice water, and extraction with ethyl acetate was performed. The organic layer was washed with a saturated sodium chloride aqueous solution, dried over anhydrous sodium sulfate, and concen... As a reaction SMILES: [C:1](=[O:4])([O-:3])[O-].[K+].[K+].CN(C=O)C.[CH3:12][N:13]1[C:22]2[C:17](=[CH:18][C:19]([O:23][CH2:24][CH2:25][CH2:26][NH:27][CH2:28][C:29]3[CH:34]=[CH:33][N:32]=[CH:31][CH:30]=3)=[CH:20][CH:21]=2)[CH:16]=[CH:15][C:14]1=[O:35].Br[CH2:37][C:38]([O:40][CH2:41][CH3:42])=[O:39]>C(OCC)(=O)C>[CH2:41]([O:40][C:38](=[O:39])[CH2:37][O:3][C:1](=[O:4])[N:27]([CH2:26][CH2:25][CH2:24][O:23][C:19]1[CH:18]=[C:17]2[C:22](=[CH:21][CH:20]=1)[N:13]([CH3:12])[C:14](=[O:35])[CH:15]=[CH:16]2)[CH2:28][C:29]1[CH:34]=[CH:33][N:32]=[CH:31][CH:30]=1)[CH3:42] |f:0.1.2|. Solvent: C(C)(=O)OCC (ethyl acetate). The reactants are COC1=C(C=O)C(=C(C(=C1C)C)OC)C (2,5-dimethoxy-3,4,6-trimethylbenzaldehyde), [Na] (sodium). Run in C(C)O (ethanol). Reaction conditions: time 30 minute. The product is COC1=C(CO)C(=C(C(=C1C)C)OC)C (2,5-dimethoxy-3,4,6-trimethylbenzylalcohol). Isolated yield 92.1%. RXN SMILES: [CH3:1][O:2][C:3]1[C:10]([CH3:11])=[C:9]([CH3:12])[C:8]([O:13][CH3:14])=[C:7]([CH3:15])[C:4]=1[CH:5]=[O:6].[Na]>C(O)C>[CH3:1][O:2][C:3]1[C:10]([CH3:11])=[C:9]([CH3:12])[C:8]([O:13][CH3:14])=[C:7]([CH3:15])[C:4]=1[CH2:5][OH:6] |^1:15|. Procedure details: To a solution of 20 g (96 mmol) of 2,5-dimethoxy-3,4,6-trimethylbenzaldehyde in 200 ml of ethanol, 1.8 g (47.6 mmol) of sodium boronhydride was added and stirred for 30 minutes. To the reaction mixture saline was added, and the product was extracted with ethyl acetate. The extract was washed with water and dried, from which the solvent was evaporated off under reduced pressure. The residue was crystallized from isopropyl ether, to give 18.6 g (92.1%) of 2,5-dimethoxy-3,4,6-trimethylbenzylalcohol... Solvent: N1=CC=CC=C1 (pyridine). Conditions: time 2 hour. As a reaction SMILES: [CH3:1][S:2](Cl)(=[O:4])=[O:3].[NH2:6][C:7]1[CH:27]=[CH:26][C:10]([CH2:11][C:12]2[NH:13][C:14](=[O:25])[C:15]3[N:20]([CH3:21])[N:19]=[C:18]([CH2:22][CH2:23][CH3:24])[C:16]=3[N:17]=2)=[CH:9][CH:8]=1>N1C=CC=CC=1>[CH3:21][N:20]1[C:15]2[C:14](=[O:25])[NH:13][C:12]([CH2:11][C:10]3[CH:26]=[CH:27][C:7]([NH:6][S:2]([CH3:1])(=[O:4])=[O:3])=[CH:8][CH:9]=3)=[N:17][C:16]=2[C:18]([CH2:22][CH2:23][CH3:24])=[N:19]1. Starting materials: CS(=O)(=O)Cl (Methanesulfonyl chloride), NC1=CC=C(CC=2NC(C3=C(N2)C(=NN3C)CCC)=O)C=C1 (5-(4-aminobenzyl)-1-methyl-3-propyl-6,7-dihydro-1H-pyrazolo[4,3-d]pyrimidin-7-one). Reported procedure: Methanesulfonyl chloride (43 μl, 0.00055 mol) was added to a solution of 5-(4-aminobenzyl)-1-methyl-3-propyl-6,7-dihydro-1H-pyrazolo[4,3-d]pyrimidin-7-one (150 mg, 0.0005 mol) in pyridine (5 ml), and the reaction stirred at room temperature, under a nitrogen atmosphere for 2 hours. The product is CN1N=C(C=2N=C(NC(C21)=O)CC2=CC=C(C=C2)NS(=O)(=O)C)CCC (N-{4-[(1-methyl-7-oxo-3-propyl-6,7-dihydro-1H-pyrazolo[4,3-d]pyrimidin-5-yl)methyl]-phenyl}methanesulfonamide). The reactants are CC(=O)NN1CC(C)=NNC1=O, CO, Cl, [Na+], [OH-], O. The product is CC1=NNC(=O)N(N)C1. Reaction SMILES: [C:1](=[O:2])([CH3:3])[NH:4][N:5]1[C:6](=[O:12])[NH:7][N:8]=[C:9]([CH3:11])[CH2:10]1.[CH3:17][OH:18].[ClH:13].[Na+:16].[OH-:15].[OH2:14]>>[NH2:4][N:5]1[C:6](=[O:12])[NH:7][N:8]=[C:9]([CH3:11])[CH2:10]1. Reactants: ClC1=CC=C(C=C1)C=1N(C(NN1)=O)C[C@@H](C(F)(F)F)O (5-(4-Chlorophenyl)-4-[(2S)-3,3,3-trifluoro-2-hydroxypropyl]-2,4-dihydro-3H-1,2,4-triazol-3-one), BrCC=1SC(=CN1)C1=C(C=CC=C1)Cl (2-(Bromomethyl)-5-(2-chlorophenyl)-1,3-thiazole). Product: ClC1=CC=C(C=C1)C=1N(C(N(N1)CC=1SC(=CN1)C1=C(C=CC=C1)Cl)=O)C[C@@H](C(F)(F)F)O (5-(4-Chlorophenyl)-2-{[5-(2-chlorophenyl)-1,3-thiazol-2-yl]methyl}-4-[(2S)-3,3,3-trifluoro-2-hydroxypropyl]-2,4-dihydro-3H-1,2,4-triazol-3-one). Reaction SMILES: [Cl:1][C:2]1[CH:7]=[CH:6][C:5]([C:8]2[N:9]([CH2:14][C@H:15]([OH:20])[C:16]([F:19])([F:18])[F:17])[C:10](=[O:13])[NH:11][N:12]=2)=[CH:4][CH:3]=1.Br[CH2:22][C:23]1[S:24][C:25]([C:28]2[CH:33]=[CH:32][CH:31]=[CH:30][C:29]=2[Cl:34])=[CH:26][N:27]=1>>[Cl:1][C:2]1[CH:7]=[CH:6][C:5]([C:8]2[N:9]([CH2:14][C@H:15]([OH:20])[C:16]([F:18])([F:19])[F:17])[C:10](=[O:13])[N:11]([CH2:22][C:23]3[S:24][C:25]([C:28]4[CH:33]=[CH:32][CH:31]=[CH:30][C:29]=4[Cl:34])=[CH:26][N:27]=3)[N:12]=2)=[CH:4][CH:3]=1. Procedure: 70 mg (0.23 mmol) of the compound from Example 5A were reacted with 66 mg (0.23 mmol) of the compound from Example 88A analogously to the preparation of the compound in Example 77. This gave 65 mg (55% of theory) of the title compound. The reactants are CC(C)OC(=O)/N=N/C(=O)OC(C)C (DIAD), [N+](=O)([O-])C1=CC=C(C(=O)O)C=C1 (4-nitrobenzoic acid), FC1=C(C=CC=C1F)[C@H]1[C@@H](C=2C(=NC=CC2)[C@@H](CC1)O)NC(OC(C)(C)C)=O (tert-butyl (5S,6S,9R)-6-(2,3-difluorophenyl)-9-hydroxy-6,7,8,9-tetrahydro-5H-cyclohepta[b]pyridin-5-ylcarbamate), [OH-].[Li+] (Lithium hydroxide). Run in O1CCCC1 (tetrahydrofuran), O (water). Conditions: time 8 hour. The product is FC1=C(C=CC=C1F)[C@H]1[C@@H](C=2C(=NC=CC2)[C@H](CC1)O)NC(OC(C)(C)C)=O (tert-butyl (5S,6S,9S)-6-(2,3-difluorophenyl)-9-hydroxy-6,7,8,9-tetrahydro-5H-cyclohepta[b]pyridin-5-ylcarbamate). Reaction SMILES: CC(OC(/N=N/C(OC(C)C)=O)=O)C.[N+](C1C=CC(C(O)=O)=CC=1)([O-])=O.[F:27][C:28]1[C:33]([F:34])=[CH:32][CH:31]=[CH:30][C:29]=1[C@@H:35]1[CH2:45][CH2:44][C@@H:43]([OH:46])[C:38]2=[N:39][CH:40]=[CH:41][CH:42]=[C:37]2[C@H:36]1[NH:47][C:48](=[O:54])[O:49][C:50]([CH3:53])([CH3:52])[CH3:51].[OH-].[Li+]>O.O1CCCC1>[F:27][C:28]1[C:33]([F:34])=[CH:32][CH:31]=[CH:30][C:29]=1[C@@H:35]1[CH2:45][CH2:44][C@H:43]([OH:46])[C:38]2=[N:39][CH:40]=[CH:41][CH:42]=[C:37]2[C@H:36]1[NH:47][C:48](=[O:54])[O:49][C:50]([CH3:52])([CH3:51])[CH3:53] |f:3.4|. Reported procedure: DIAD (0.356 mL, 1.833 mmol) was added to a tetrahydrofuran (5 mL) solution of 4-nitrobenzoic acid (0.306 g, 1.833 mmol), tert-butyl (5S,6S,9R)-6-(2,3-difluorophenyl)-9-hydroxy-6,7,8,9-tetrahydro-5H-cyclohepta[b]pyridin-5-ylcarbamate (0.3578 g, 0.916 mmol) at 0° C. The reaction was stirred overnight while it was gradually warmed up to room temperature. Lithium hydroxide (0.110 g, 4.58 mmol) in 10 mL water was added to the reaction mixture. The reaction was stirred at room temperature for 5 h. Vol... The reactants are NS(=O)(=O)c1cc2cc(CCBr)ccc2s1, CC(=O)[O-], [Na+], CN(C)C=O, O. Yields the product C=Cc1ccc2sc(S(N)(=O)=O)cc2c1. RXN SMILES: [Br:1][CH2:2][CH2:3][c:4]1[cH:5][c:6]2[c:7]([s:8][c:9]([S:11]([NH2:12])(=[O:13])=[O:14])[cH:10]2)[cH:15][cH:16]1.[CH3:18][C:19](=[O:20])[O-:21].[Na+:17].[O:22]=[CH:23][N:24]([CH3:25])[CH3:26].[OH2:27]>>[CH2:2]=[CH:3][c:4]1[cH:5][c:6]2[c:7]([s:8][c:9]([S:11]([NH2:12])(=[O:13])=[O:14])[cH:10]2)[cH:15][cH:16]1. Starting materials: Nc1cnc(OC2CCC2)c(-c2ccc(Cl)cc2)n1, O=C(O)c1cncnc1. The product is O=C(Nc1cnc(OC2CCC2)c(-c2ccc(Cl)cc2)n1)c1cncnc1. RXN SMILES: [Cl:1][c:2]1[cH:3][cH:4][c:5](-[c:8]2[c:9]([O:15][CH:16]3[CH2:17][CH2:18][CH2:19]3)[n:10][cH:11][c:12]([NH2:14])[n:13]2)[cH:6][cH:7]1.[n:20]1[cH:21][n:22][cH:23][c:24]([C:26](=[O:27])[OH:28])[cH:25]1>>[Cl:1][c:2]1[cH:3][cH:4][c:5](-[c:8]2[c:9]([O:15][CH:16]3[CH2:17][CH2:18][CH2:19]3)[n:10][cH:11][c:12]([NH:14][C:26]([c:24]3[cH:23][n:22][cH:21][n:20][cH:25]3)=[O:27])[n:13]2)[cH:6][cH:7]1. Starting materials: ClCC1=CC=C(C=C1)NC(=O)C1=CC2=CC(=CC=C2CC1)C1=CC=C(C=C1)C (N-[4-(chloromethyl)-phenyl]-7-(4-methylphenyl)-3,4-dihydronaphthalene-2-carboxamide), C(C)N1CCCCCCC1 (1-ethylperhydroazocine), C(C)(=O)OCC (ethyl acetate). Solvent: CN(C)C=O (DMF). Reaction conditions: time 14 hour. Yields the product [Cl-].C(C)[N+]1(CCCCCCC1)CC1=CC=C(C=C1)NC(=O)C1=CC2=CC(=CC=C2CC1)C1=CC=C(C=C1)C (1-ethyl-1-[4-[7-(4-methyl-phenyl)-3,4-dihydronaphthalene-2-carboxamido]benzyl]perhydro-azocinium chloride). Yield: 69.4%. Reaction SMILES: [Cl:1][CH2:2][C:3]1[CH:8]=[CH:7][C:6]([NH:9][C:10]([C:12]2[CH2:21][CH2:20][C:19]3[C:14](=[CH:15][C:16]([C:22]4[CH:27]=[CH:26][C:25]([CH3:28])=[CH:24][CH:23]=4)=[CH:17][CH:18]=3)[CH:13]=2)=[O:11])=[CH:5][CH:4]=1.[CH2:29]([N:31]1[CH2:38][CH2:37][CH2:36][CH2:35][CH2:34][CH2:33][CH2:32]1)[CH3:30].C(OCC)(=O)C>CN(C=O)C>[Cl-:1].[CH2:29]([N+:31]1([CH2:2][C:3]2[CH:8]=[CH:7][C:6]([NH:9][C:10]([C:12]3[CH2:21][CH2:20][C:19]4[C:14](=[CH:15][C:16]([C:22]5[CH:27]=[CH:26][C:25]([CH3:28])=[CH:24][CH:23]=5)=[CH:17][CH:18]=4)[CH:13]=3)=[O:11])=[CH:5][CH:4]=2)[CH2:38][CH2:37][CH2:36][CH2:35][CH2:34][CH2:33][CH2:32]1)[CH3:30] |f:4.5|. Procedure: In DMF (3ml) was dissolved N-[4-(chloromethyl)-phenyl]-7-(4-methylphenyl)-3,4-dihydronaphthalene-2-carboxamide (150mg), and to the mixture was added 1-ethylperhydroazocine (109mg). The mixture was stirred at room temperature for 14 hours. To the reaction mixture was added ethyl acetate (100ml), and the resulting precipitate was filtered and recrystallized from ethyl acetate-methanol to give 1-ethyl-1-[4-[7-(4-methyl-phenyl)-3,4-dihydronaphthalene-2-carboxamido]benzyl]perhydro-azocinium chloride ...